This data is from the Open Reaction Database (ORD), a public repository of structured organic reaction records. The task is: describe an organic reaction: reactants, conditions, products, and yield Reactants: CC1=C(N)C=CC(=C1)C (2,4-dimethylaniline), C=C1CC(=O)O1 (diketene), C(C)O (ethanol). Solvent: O (water). Reaction conditions: temperature 85 celsius. The product is CC1=C(NC(CC(=O)C)=O)C=CC(=C1)C (2',4'-dimethylacetoacetanilide). The yield is 95.0%. Reaction SMILES: [CH3:1][C:2]1[CH:8]=[C:7]([CH3:9])[CH:6]=[CH:5][C:3]=1[NH2:4].[CH2:10]=[C:11]1[O:15][C:13](=[O:14])[CH2:12]1.C(O)C>O>[CH3:1][C:2]1[CH:8]=[C:7]([CH3:9])[CH:6]=[CH:5][C:3]=1[NH:4][C:13](=[O:14])[CH2:12][C:11]([CH3:10])=[O:15]. Procedure: 2.48 kg/h (20.5 mol/h) of 2,4-dimethylaniline, 1.83 kg/h (21.3 mol/h) of diketene (purity 98%) and 8 kg/h of a mixture of 2.4 kg/h of ethanol and 5.6 kg/h of water are metered separately but simultaneously into a reactor which has been preheated to about 80° C. The reactor consists of a double-shell glass vessel of about 0.6 l capacity and is equipped with a stirrer, thermometer, reflux condenser and, at the bottom, with a run-off. Immediately the metering has started, the heat evolved by the re... Reaction SMILES: [C:1]([N:4]1[C:18]2[C:19]3[CH:6]([CH2:7][C@@H:8]4[C:13]([C:14]=3[CH:15]=[CH:16][CH:17]=2)=[CH:12][C@H:11]([NH:20][C:21](=[O:27])[N:22]([CH2:25][CH3:26])[CH2:23][CH3:24])[CH2:10][N:9]4[CH3:28])[CH2:5]1)(=[O:3])[CH3:2].[Br:29]Br>C(O)(=O)C>[C:1]([N:4]1[C:18]2[C:19]3[C:6]([CH2:7][C@@H:8]4[C:13]([C:14]=3[C:15]([Br:29])=[CH:16][CH:17]=2)=[CH:12][C@H:11]([NH:20][C:21](=[O:27])[N:22]([CH2:25][CH3:26])[CH2:23][CH3:24])[CH2:10][N:9]4[CH3:28])=[CH:5]1)(=[O:3])[CH3:2]. Procedure: The compound is produced by reacting 3-(1-acetyl-9,10-didehydro-2,3-dihydro-6-methyl-8α-ergolinyl)-1,1-diethylurea with elemental bromine in 5% acetic acid, analogously to Example 6. The reactants are C(C)(=O)N1CC2C[C@H]3N(C[C@H](C=C3C=3C=CC=C1C32)NC(N(CC)CC)=O)C (3-(1-acetyl-9,10-didehydro-2,3-dihydro-6-methyl-8α-ergolinyl)-1,1-diethylurea), BrBr (bromine). Yields the product C(C)(=O)N1C=C2C[C@H]3N(C[C@H](C=C3C=3C(=CC=C1C32)Br)NC(N(CC)CC)=O)C (3-(1-Acetyl-12-bromo-9,10-didehydro-6-methyl-8α-ergolinyl)-1,1-diethylurea). The solvent is C(C)(=O)O (acetic acid). Reported procedure: 2-Methylaminobenzoxazole (2.0 g, Hetzheim, Annemarie; Schlaak, G.; Kerstan, Christa., Pharmazie, (1987), 42, 80) was added in portions to conc. nitric acid (15 ml) at room temperature. Stirring was continued over 8 h. The reaction mixture was poured onto crushed ice/sodium hydrogen carbonate with vigorous stirring. The precipitated title compound (1.76 g) was collected by filtration and dried in vacuo at 40° C. m/z (API+): 194 (MH+). Reaction SMILES: [CH3:1][NH:2][C:3]1[O:4][C:5]2[CH:11]=[CH:10][CH:9]=[CH:8][C:6]=2[N:7]=1.[N+:12]([O-])([OH:14])=[O:13]>>[CH3:1][NH:2][C:3]1[O:4][C:5]2[CH:11]=[C:10]([N+:12]([O-:14])=[O:13])[CH:9]=[CH:8][C:6]=2[N:7]=1. Yields the product CNC=1OC2=C(N1)C=CC(=C2)[N+](=O)[O-] (2-Methylamino-6-nitrobenzoxazole). Reactants: CNC=1OC2=C(N1)C=CC=C2 (2-Methylaminobenzoxazole), [N+](=O)(O)[O-] (nitric acid), ice sodium hydrogen carbonate. Run at time 8 hour. Starting materials: C1(=CC=CC=C1)C=1N=C(NC1C1=CC=CC=C1)SCCCCC(=O)O (5-(4,5-diphenyl-1H-imidazol-2-ylthio)pentanoic acid), O.ON1N=NC2=C1C=CC=C2 (1-hydroxybenzotriazole hydrate), C1(CCCCC1)N=C=NC1CCCCC1 (dicyclohexylcarbodiimide), C(CCCCCC)N (heptylamine). The solvent is CN(C=O)C (N,N-dimethylformamide), CN(C=O)C (N,N-dimethylformamide). Conditions: time 2 hour. Yields the product C1(=CC=CC=C1)C=1N=C(NC1C1=CC=CC=C1)SCCCCC(=O)NCCCCCCC (5-(4,5-diphenyl-1H-imidazol-2-ylthio)-N-heptylpentanamide). Isolated yield 86.0%. RXN SMILES: [C:1]1([C:7]2[N:8]=[C:9]([S:18][CH2:19][CH2:20][CH2:21][CH2:22][C:23]([OH:25])=O)[NH:10][C:11]=2[C:12]2[CH:17]=[CH:16][CH:15]=[CH:14][CH:13]=2)[CH:6]=[CH:5][CH:4]=[CH:3][CH:2]=1.O.ON1C2C=CC=CC=2N=N1.[CH2:37]([NH2:44])[CH2:38][CH2:39][CH2:40][CH2:41][CH2:42][CH3:43].C1(N=C=NC2CCCCC2)CCCCC1>CN(C)C=O>[C:1]1([C:7]2[N:8]=[C:9]([S:18][CH2:19][CH2:20][CH2:21][CH2:22][C:23]([NH:44][CH2:37][CH2:38][CH2:39][CH2:40][CH2:41][CH2:42][CH3:43])=[O:25])[NH:10][C:11]=2[C:12]2[CH:17]=[CH:16][CH:15]=[CH:14][CH:13]=2)[CH:2]=[CH:3][CH:4]=[CH:5][CH:6]=1 |f:1.2|. Procedure details: Part C, Method 1. To a solution of 5-(4,5-diphenyl-1H-imidazol-2-ylthio)pentanoic acid (2.0 g, 0.0057 mol) in N,N-dimethylformamide (25 mL) was added 1-hydroxybenzotriazole hydrate (0.93 g, 0.0069 mol) followed by a solution of heptylamine (1.10 mL, 0.86 g, 0.0074 mol) in N,N-dimethylformamide (10 mL). The reaction mixture was cooled to 0° and dicyclohexylcarbodiimide (1.42 g, 0.0069 mol) was added portionwise as a solid. The reaction mixture was stirred for 2 hours at 0° and then stirred for 48... The reactants are ClC1=C(C=C(C=C1)NC(C(C(=O)OCC)C)=O)F (ethyl 3-(4-chloro-3-fluorophenylamino)-2-methyl-3-oxopropanoate). Solvent: C1CCOC1 (THF). Yields the product ClC1=C(C=C(C=C1)NC(C(C(=O)O)C)=O)F (3-(4-chloro-3-fluorophenylamino)-2-methyl-3-oxopropanoic acid). As a reaction SMILES: [Cl:1][C:2]1[CH:7]=[CH:6][C:5]([NH:8][C:9](=[O:17])[CH:10]([CH3:16])[C:11]([O:13]CC)=[O:12])=[CH:4][C:3]=1[F:18]>C1COCC1>[Cl:1][C:2]1[CH:7]=[CH:6][C:5]([NH:8][C:9](=[O:17])[CH:10]([CH3:16])[C:11]([OH:13])=[O:12])=[CH:4][C:3]=1[F:18]. Procedure: The acid was prepared according to Procedure B using ethyl 3-(4-chloro-3-fluorophenylamino)-2-methyl-3-oxopropanoate (2.75 g, 10.1 mmol) in THF (10.1 mL) to give 3-(4-chloro-3-fluorophenylamino)-2-methyl-3-oxopropanoic acid. Mass Spectrum (ESI) m/e=245.9 (M+1). Reactants: CO (MeOH), Cl (HCl), CN(S(=O)(=O)N1C(=NC=C1)C1=NC(=NC=C1)C1=CC=2N(C=C1)C(=CN2)C2=CC(=CC=C2)NC(=O)NCC(F)(F)F)C (2-[2-(3-{3-[3-(2,2,2-Trifluoro-ethyl)-ureido]-phenyl}-imidazo[1,2-a]pyridin-7-yl)-pyrimidin-4-yl]-imidazole-1-sulfonic acid dimethylamide). Solvent: CCO (EtOH). Run at temperature 60 celsius. Yields the product N1C(=NC=C1)C1=NC(=NC=C1)C1=CC=2N(C=C1)C(=CN2)C=2C=C(C=CC2)NC(=O)NCC(F)(F)F (1-(3-{7-[4-(1H-Imidazol-2-yl)-pyrimidin-2-yl]-imidazo[1,2-a]pyridin-3-yl}-phenyl)-3-(2,2,2-trifluoro-ethyl)-urea). The yield is 18.2%. As a reaction SMILES: CN(C)S([N:6]1[CH:10]=[CH:9][N:8]=[C:7]1[C:11]1[CH:16]=[CH:15][N:14]=[C:13]([C:17]2[CH:22]=[CH:21][N:20]3[C:23]([C:26]4[CH:31]=[CH:30][CH:29]=[C:28]([NH:32][C:33]([NH:35][CH2:36][C:37]([F:40])([F:39])[F:38])=[O:34])[CH:27]=4)=[CH:24][N:25]=[C:19]3[CH:18]=2)[N:12]=1)(=O)=O.CO.Cl>CCO>[NH:6]1[CH:10]=[CH:9][N:8]=[C:7]1[C:11]1[CH:16]=[CH:15][N:14]=[C:13]([C:17]2[CH:22]=[CH:21][N:20]3[C:23]([C:26]4[CH:27]=[C:28]([NH:32][C:33]([NH:35][CH2:36][C:37]([F:38])([F:40])[F:39])=[O:34])[CH:29]=[CH:30][CH:31]=4)=[CH:24][N:25]=[C:19]3[CH:18]=2)[N:12]=1. Procedure: 2-[2-(3-{3-[3-(2,2,2-Trifluoro-ethyl)-ureido]-phenyl}-imidazo[1,2-a]pyridin-7-yl)-pyrimidin-4-yl]-imidazole-1-sulfonic acid dimethylamide (140 mg, 0.23 mmol) dissolved in EtOH (5 ml) and MeOH(1 ml) treated with 2M HCl (1 ml) heated at 60° C. for 2 hours. Reaction mixture concentrated under reduced pressure and was purified by preparative HPLC to give product (20 mg). The reactants are ClC=1C=[N+](C=CC1)[O-] (3-chloro-pyridine-1-oxide), [N+](=O)(O)[O-] (HNO3). The solvent is OS(=O)(=O)O (H2SO4), OS(=O)(=O)O (H2SO4). The product is ClC=1C=[N+](C=CC1[N+](=O)[O-])[O-] (3-Chloro-4-nitro-pyridine-1-oxide). As a reaction SMILES: [Cl:1][C:2]1[CH:3]=[N+:4]([O-:8])[CH:5]=[CH:6][CH:7]=1.[N+:9]([O-])([OH:11])=[O:10]>OS(O)(=O)=O>[Cl:1][C:2]1[CH:3]=[N+:4]([O-:8])[CH:5]=[CH:6][C:7]=1[N+:9]([O-:11])=[O:10]. Procedure: Fuming H2SO4 (25 mL) is added dropwise to a solution of crude 3-chloro-pyridine-1-oxide in concentrated H2SO4 (25 mL) under cold conditions (0° C.) with stirring. HNO3 (fuming, 90%, 60 mL) is added carefully to the above mixture with caution to keep the offset of any exotherm under control, and then allowed to warm to room temperature slowly. The resulting mixture is then heated at 120° C. for 4 h with stirring, cooled, poured into ice-cold water, and extracted with CHCl3. The combined organic p... Starting materials: Fc1cccc(OCc2ccccc2)n1, CCOC(C)=O, O=C1N(c2ccc(OC(F)(F)F)cc2)CCC12CCNCC2, [H-], [Na+], CN(C)C=O. The product is O=C1N(c2ccc(OC(F)(F)F)cc2)CCC12CCN(c1cccc(OCc3ccccc3)n1)CC2. As a reaction SMILES: [CH2:25]([c:26]1[cH:27][cH:28][cH:29][cH:30][cH:31]1)[O:32][c:33]1[n:34][c:35]([F:39])[cH:36][cH:37][cH:38]1.[CH3:45][CH2:46][O:47][C:48](=[O:49])[CH3:50].[F:3][C:4]([O:5][c:6]1[cH:7][cH:8][c:9]([N:12]2[C:13](=[O:22])[C:14]3([CH2:15][CH2:16]2)[CH2:17][CH2:18][NH:19][CH2:20][CH2:21]3)[cH:10][cH:11]1)([F:23])[F:24].[H-:2].[Na+:1].[O:40]=[CH:41][N:42]([CH3:43])[CH3:44]>>[F:3][C:4]([O:5][c:6]1[cH:7][cH:8][c:9]([N:12]2[C:13](=[O:22])[C:14]3([CH2:15][CH2:16]2)[CH2:17][CH2:18][N:19]([c:35]2[n:34][c:33]([O:32][CH2:25][c:26]4[cH:27][cH:28][cH:29][cH:30][cH:31]4)[cH:38][cH:37][cH:36]2)[CH2:20][CH2:21]3)[cH:10][cH:11]1)([F:23])[F:24]. Reactants: ClC1=CC2=C(SC3=C(C(=C2)N2CCN(CC2)CCN2C(OCC2)=O)C=CC=C3)C=C1 (3-[2-[4-(2-chloro-dibenzo[b,f]thiepin-10-yl)-1-piperazinyl]-ethyl]-2-oxazolidinone), [BH4-].[Na+] (sodium borohydride), O.O.C(C(=O)O)(=O)O (oxalic acid dihydrate). Solvent: COCCOCCOC (diglyme), COCCOCCOC (diglyme). Reaction SMILES: [Cl:1][C:2]1[CH:30]=[CH:29][C:5]2[S:6][C:7]3[CH:28]=[CH:27][CH:26]=[CH:25][C:8]=3[C:9]([N:11]3[CH2:16][CH2:15][N:14]([CH2:17][CH2:18][N:19]4[CH2:23][CH2:22][O:21][C:20]4=[O:24])[CH2:13][CH2:12]3)=[CH:10][C:4]=2[CH:3]=1.[BH4-].[Na+].O.O.C(O)(=O)C(O)=O>COCCOCCOC>[Cl:1][C:2]1[CH:30]=[CH:29][C:5]2[S:6][C:7]3[CH:28]=[CH:27][CH:26]=[CH:25][C:8]=3[CH:9]([N:11]3[CH2:12][CH2:13][N:14]([CH2:17][CH2:18][N:19]4[CH2:23][CH2:22][O:21][C:20]4=[O:24])[CH2:15][CH2:16]3)[CH2:10][C:4]=2[CH:3]=1 |f:1.2,3.4.5|. Conditions: temperature 100 celsius. Reported procedure: 750 mg of 3-[2-[4-(2-chloro-dibenzo[b,f]thiepin-10-yl)-1-piperazinyl]-ethyl]-2-oxazolidinone, 0.6 g of sodium borohydride and 30 ml of diglyme are treated dropwise under an argon atmosphere at 20°-30° C over a period of 15 minutes with 2.7 g of oxalic acid dihydrate in 15 ml of diglyme. The mixture is heated for 4 hours at an internal temperature of 100° C and subsequently evaporated under reduced pressure. The residue is treated with chloroform and 2-N sodium hydroxide solution. After equilibra... The product is ClC1=CC2=C(SC3=C(C(C2)N2CCN(CC2)CCN2C(OCC2)=O)C=CC=C3)C=C1 (3-[2-[4-(2-chloro-10,11-dihydro-dibenzo[b,f]thiepin-10-yl)-1-piperazinyl]-ethyl]-2-oxazolidinone). Starting materials: OC1=C2C=CNC2=CC=C1 (4-hydroxyindole), C(C)(C)(C)OC(=O)N1[C@H](CCC1)CO ((R)-(+)-1-(t-butoxycarbonyl)-2-pyrrolidinemethanol), C1(=CC=CC=C1)P(C1=CC=CC=C1)C1=CC=CC=C1 (triphenylphosphine), N(=NC(=O)OCC)C(=O)OCC (diethyl azodicarboxylate). Run in C1CCOC1 (THF). Reaction conditions: time 3 hour. Product: N1C=CC2=C(C=CC=C12)OC[C@@H]1N(CCC1)C(=O)OC(C)(C)C (t-Butyl (2R)-2-[(1H-indol-4-yloxy)methyl]pyrrolidine-1-carboxylate). As a reaction SMILES: [OH:1][C:2]1[CH:10]=[CH:9][CH:8]=[C:7]2[C:3]=1[CH:4]=[CH:5][NH:6]2.[C:11]([O:15][C:16]([N:18]1[CH2:22][CH2:21][CH2:20][C@@H:19]1[CH2:23]O)=[O:17])([CH3:14])([CH3:13])[CH3:12].C1(P(C2C=CC=CC=2)C2C=CC=CC=2)C=CC=CC=1.N(C(OCC)=O)=NC(OCC)=O>C1COCC1>[NH:6]1[C:7]2[C:3](=[C:2]([O:1][CH2:23][C@H:19]3[CH2:20][CH2:21][CH2:22][N:18]3[C:16]([O:15][C:11]([CH3:12])([CH3:14])[CH3:13])=[O:17])[CH:10]=[CH:9][CH:8]=2)[CH:4]=[CH:5]1. Procedure: A stirred solution of 4-hydroxyindole (1.33 g, 10.0 mmol), (R)-(+)-1-(t-butoxycarbonyl)-2-pyrrolidinemethanol (4.02 g, 20.0 mmol) and triphenylphosphine (5.3 g, 20.0 mmol) in THF is treated with diethyl azodicarboxylate (3.2 mL, 20 mmol), stirred for 3 h at room temperature and concentrated in vacuo. The resultant residue is treated with EtOAc and filtered through a pad of silica gel. The filtrate is concentrated to give a residue which is purified by chromatography (silica gel, EtOAc:hexanes, 1...